Task: describe an organic reaction: reactants, conditions, products, and yield. Dataset: the Open Reaction Database (ORD), a public repository of structured organic reaction records Reactants: O=Cc1cc2c(cc1O)N(Cc1ccccc1)CCC2, CC(=O)O, CC[N+](=O)[O-], CC(=O)[O-], [Na+], O. The product is N#Cc1cc2c(cc1O)N(Cc1ccccc1)CCC2. As a reaction SMILES: [CH2:1]([c:2]1[cH:3][cH:4][cH:5][cH:6][cH:7]1)[N:8]1[CH2:9][CH2:10][CH2:11][c:12]2[cH:13][c:14]([CH:19]=[O:20])[c:15]([OH:18])[cH:16][c:17]21.[CH3:21][C:22](=[O:23])[OH:24].[CH3:25][CH2:26][N+:27](=[O:28])[O-:29].[CH3:31][C:32](=[O:33])[O-:34].[Na+:30].[OH2:35]>>[CH2:1]([c:2]1[cH:3][cH:4][cH:5][cH:6][cH:7]1)[N:8]1[CH2:9][CH2:10][CH2:11][c:12]2[cH:13][c:14]([C:19]#[N:27])[c:15]([OH:18])[cH:16][c:17]21. The reactants are C1COCCO1, CC(=O)[O-], Cc1nc(N)nc(Cl)n1, OB(O)c1cccnc1F, [K+]. Yields the product Cc1nc(N)nc(-c2cccnc2F)n1. Reaction SMILES: [CH2:1]1[O:2][CH2:3][CH2:4][O:5][CH2:6]1.[CH3:27][C:28](=[O:29])[O-:30].[Cl:7][c:8]1[n:9][c:10]([NH2:15])[n:11][c:12]([CH3:14])[n:13]1.[F:16][c:17]1[n:18][cH:19][cH:20][cH:21][c:22]1[B:23]([OH:24])[OH:25].[K+:26]>>[c:8]1(-[c:22]2[c:17]([F:16])[n:18][cH:19][cH:20][cH:21]2)[n:9][c:10]([NH2:15])[n:11][c:12]([CH3:14])[n:13]1. Reactants: C1CCOC1, C[Si](C)(C)[N-][Si](C)(C)C, COC(=O)Cc1ccc2nc(NC(C)C)sc2c1, Cl, COC(=O)c1ccccc1F, [Li+], O. Yields the product COC(=O)C(C(=O)c1ccccc1F)c1ccc2nc(NC(C)C)sc2c1. As a reaction SMILES: [CH2:41]1[O:42][CH2:43][CH2:44][CH2:45]1.[CH3:1][Si:2]([N-:3][Si:4]([CH3:5])([CH3:6])[CH3:7])([CH3:8])[CH3:9].[CH:11]([CH3:12])([CH3:13])[NH:14][c:15]1[s:16][c:17]2[c:18]([n:19]1)[cH:20][cH:21][c:22]([CH2:24][C:25](=[O:26])[O:27][CH3:28])[cH:23]2.[ClH:40].[F:29][c:30]1[c:31]([C:32](=[O:33])[O:34][CH3:35])[cH:36][cH:37][cH:38][cH:39]1.[Li+:10].[OH2:46]>>[CH:11]([CH3:12])([CH3:13])[NH:14][c:15]1[s:16][c:17]2[c:18]([n:19]1)[cH:20][cH:21][c:22]([CH:24]([C:25](=[O:26])[O:27][CH3:28])[C:32]([c:31]1[c:30]([F:29])[cH:39][cH:38][cH:37][cH:36]1)=[O:33])[cH:23]2. Starting materials: COc1cccc(S(=O)(=O)Cl)c1, ClCCl, COc1ccc(C2CC(=O)N(c3cccc(N)c3)C2)cc1OC1CCCC1, c1ccncc1. Product: COc1cccc(S(=O)(=O)Nc2cccc(N3CC(c4ccc(OC)c(OC5CCCC5)c4)CC3=O)c2)c1. Reaction SMILES: [CH3:28][O:29][c:30]1[cH:31][c:32]([S:36](=[O:37])(=[O:38])[Cl:39])[cH:33][cH:34][cH:35]1.[Cl:46][CH2:47][Cl:48].[NH2:1][c:2]1[cH:3][c:4]([N:8]2[C:9](=[O:27])[CH2:10][CH:11]([c:13]3[cH:14][c:15]([O:21][CH:22]4[CH2:23][CH2:24][CH2:25][CH2:26]4)[c:16]([O:19][CH3:20])[cH:17][cH:18]3)[CH2:12]2)[cH:5][cH:6][cH:7]1.[cH:40]1[cH:41][cH:42][n:43][cH:44][cH:45]1>>[NH:1]([c:2]1[cH:3][c:4]([N:8]2[C:9](=[O:27])[CH2:10][CH:11]([c:13]3[cH:14][c:15]([O:21][CH:22]4[CH2:23][CH2:24][CH2:25][CH2:26]4)[c:16]([O:19][CH3:20])[cH:17][cH:18]3)[CH2:12]2)[cH:5][cH:6][cH:7]1)[S:36]([c:32]1[cH:31][c:30]([O:29][CH3:28])[cH:35][cH:34][cH:33]1)(=[O:37])=[O:38]. The reactants are [C-]#N.[Na+] (sodium cyanide), [123I-].IC1=C(C=O)C=CC=C1 (I-123 o-iodobenzaldehyde), C(C)O (ethanol), NC1=CC=CC=C1 (aniline). The solvent is O (water), C(C)(=O)O (acetic acid). Conditions: time 20 minute. Yields the product N(C1=CC=CC=C1)C(C#N)C1=C(C=CC=C1)I (α-anilino-o-iodophenylacetonitrile). As a reaction SMILES: [123I-].[I:2][C:3]1[CH:10]=[CH:9][CH:8]=[CH:7][C:4]=1[CH:5]=O.C(O)C.[NH2:14][C:15]1[CH:20]=[CH:19][CH:18]=[CH:17][CH:16]=1.[C-:21]#[N:22].[Na+]>C(O)(=O)C.O>[NH:14]([CH:5]([C:4]1[CH:7]=[CH:8][CH:9]=[CH:10][C:3]=1[I:2])[C:21]#[N:22])[C:15]1[CH:20]=[CH:19][CH:18]=[CH:17][CH:16]=1 |f:0.1,4.5|. Procedure details: A solution of 1 mg of I-123-o-iodobenzaldehyde prepared in accordance with example 15 in 100 mcl ethanol was placed in a small test tube. One lambda of aniline was added and the mixture allowed to stand for ten minutes. A solution of 2 mg of sodium cyanide in 10 lambda of deionized water was then added and the mixture allowed to stand for an additional ten minutes. Three lambda of acetic acid was then added and the mixture allowed to stand 20 minutes to yield α-anilino-o-iodophenylacetonitrile.